This data is from the Open Reaction Database (ORD), a public repository of structured organic reaction records. The task is: describe an organic reaction: reactants, conditions, products, and yield Reactants: N(=O)[O-].[Na+] (sodium nitrite), S(O)(O)(=O)=O (sulfuric acid), O1C(=CC=C1)C(=O)CC(=O)OCC (ethyl 2-(fur-2-oyl)acetate), [OH-].[K+] (potassium hydroxide). The solvent is CCOCC (Ether), O (water), O (water), O (water). Run at temperature 0 celsius, time 15 minute. The product is O1C(=CC=C1)C(/C=N/O)=O ((E)-2-(furan-2-yl)-2-oxoacetaldehyde oxime). Yield: 61.4%. RXN SMILES: [O:1]1[CH:5]=[CH:4][CH:3]=[C:2]1[C:6]([CH2:8]C(OCC)=O)=[O:7].[OH-].[K+].[N:16]([O-])=[O:17].[Na+].S(=O)(=O)(O)O>O.CCOCC>[O:1]1[CH:5]=[CH:4][CH:3]=[C:2]1[C:6](=[O:7])/[CH:8]=[N:16]/[OH:17] |f:1.2,3.4|. Procedure details: A solution of ethyl 2-(fur-2-oyl)acetate (5.38 g, 29.5 mmol) and potassium hydroxide (2.70 mL, 2.7 g, 48.1 mmol) in water (70 mL) was stirred overnight at rt. sodium nitrite (2.038 g, 29.5 mmol) in water (10 mL) was added and cooled down to 0° C. A solution of 6N sulfuric acid in water (14 mL) was added drop wise and stirred for 15 min (precipitate was formed). Ether was added and the water layer was extracted twice with ether. The combined organic layers were washed with water, dried and evapor... Starting materials: C(C1=CC=CC=C1)(C1=CC=CC=C1)N1CCN(CC1)C1(COC1)CS(=O)(=O)C1=CC=CC=C1 (1-benzhydryl-4-(3-((phenylsulfonyl)methyl)oxetan-3-yl)piperazine), Cl (HCl), [Mg] (MAGNESIUM). Solvent: CO (MeOH), C1CCOC1 (THF). Reaction conditions: time 8 hour. Yields the product C(C1=CC=CC=C1)(C1=CC=CC=C1)N1CCN(CC1)C1(COC1)C (1-benzhydryl-4-(3-methyloxetan-3-yl)piperazine). Isolated yield 62.3%. As a reaction SMILES: [CH:1]([N:14]1[CH2:19][CH2:18][N:17]([C:20]2([CH2:24]S(C3C=CC=CC=3)(=O)=O)[CH2:23][O:22][CH2:21]2)[CH2:16][CH2:15]1)([C:8]1[CH:13]=[CH:12][CH:11]=[CH:10][CH:9]=1)[C:2]1[CH:7]=[CH:6][CH:5]=[CH:4][CH:3]=1.[Mg].Cl>CO.C1COCC1>[CH:1]([N:14]1[CH2:19][CH2:18][N:17]([C:20]2([CH3:24])[CH2:21][O:22][CH2:23]2)[CH2:16][CH2:15]1)([C:8]1[CH:9]=[CH:10][CH:11]=[CH:12][CH:13]=1)[C:2]1[CH:7]=[CH:6][CH:5]=[CH:4][CH:3]=1. Procedure: To a suspension of 1-benzhydryl-4-(3-((phenylsulfonyl)methyl)oxetan-3-yl)piperazine (2.49 g, 5.38 mmol) in MeOH (50 mL), THF (10 mL) was added MAGNESIUM (0.654 g, 26.9 mmol) which was pretreated with 1.0 N HCl and rinsed with MeOH, stirred at rt overnight. The Et2O was added and followed by Na2SO4.10H2O, stirred at room temperature for 1 hr, filtered, and filtrate was concentrated. The crude was purified by 40 g ISCO silica column, eluted with EA: HX-0-100%, the desired fractions were concentrat... Starting materials: [H][H] (hydrogen), [Na].[C@@H]1(C=C[C@@H](CO)O1)N1C=NC=2C(O)=NC=NC12 (2′,3′-Dideoxy-2′,3′-didehydroinosine sodium salt). The reagents and catalysts are [Ni] (raney nickel). Solvent: O (water). Run at temperature 30 celsius, time 20 minute. Yields the product C1=NC2=C(N1[C@H]3CC[C@H](O3)CO)N=CNC2=O (didanosine). Isolated yield 66.4%. As a reaction SMILES: [Na].[C@@H:2]1([N:9]2[C:18]3[N:17]=[CH:16][N:15]=[C:13]([OH:14])[C:12]=3[N:11]=[CH:10]2)[O:8][C@H:5]([CH2:6][OH:7])[CH:4]=[CH:3]1.[H][H]>[Ni].O>[CH:10]1[N:9]([C@@H:2]2[O:8][C@H:5]([CH2:6][OH:7])[CH2:4][CH2:3]2)[C:18]2[N:17]=[CH:16][NH:15][C:13](=[O:14])[C:12]=2[N:11]=1 |f:0.1,^1:0|. Reported procedure: 2′,3′-Dideoxy-2′,3′-didehydroinosine sodium salt (50 gm) is added to water (180 ml) and stirred for 20 minutes at 25-35° C. Then the contents are hydrogenated under nitrogen atmosphere at 1.5-2.0 kg/cm2 hydrogen pressure at 15-20° C. using raney nickel catalyst for 7-8 hours. The reaction mass is filtered on a celite bed and washed with water (25 ml). To the filtrate activated carbon (2 gm) is added and stirred for 20 minutes. The mass is filtered on a celite bed and washed with water (25 ml). T... Reactants: C(C)(C)[NH-] (isopropylamide), C(CCC)[Li] (n-butyllithium), C(=O)CCCCCC(=O)OC (methyl 6-formylhexanoate), C[Si](O[C@]1(C=CC(C1)=O)CCCCCCCC)(C)C ((4R)-4-trimethylsilyloxy-4-octyl-2-cyclopentenone), [Li+].CC(C)[N-]C(C)C (LDA). Run in O1CCCC1 (tetrahydrofuran), CCCCCC (hexane), O1CCCC1 (tetrahydrofuran), O1CCCC1 (tetrahydrofuran). Conditions: time 1 hour. The product is C[Si](OC1(C=CC(C1C(CCCCCC(=O)OC)O)=O)CCCCCCCC)(C)C (4-trimethylsilyloxy-5-(1-hydroxy-6-methoxycarbonylhexyl)-4-octyl-2-cyclopentenone). As a reaction SMILES: [CH3:1][Si:2]([CH3:19])([CH3:18])[O:3][C@:4]1([CH2:10][CH2:11][CH2:12][CH2:13][CH2:14][CH2:15][CH2:16][CH3:17])[CH2:8][C:7](=[O:9])[CH:6]=[CH:5]1.[Li+].CC([N-]C(C)C)C.C([NH-])(C)C.C([Li])CCC.[CH:37]([CH2:39][CH2:40][CH2:41][CH2:42][CH2:43][C:44]([O:46][CH3:47])=[O:45])=[O:38]>O1CCCC1.CCCCCC>[CH3:1][Si:2]([CH3:18])([CH3:19])[O:3][C:4]1([CH2:10][CH2:11][CH2:12][CH2:13][CH2:14][CH2:15][CH2:16][CH3:17])[CH:8]([CH:37]([OH:38])[CH2:39][CH2:40][CH2:41][CH2:42][CH2:43][C:44]([O:46][CH3:47])=[O:45])[C:7](=[O:9])[CH:6]=[CH:5]1 |f:1.2|. Procedure details: Under a nitrogen atmosphere at -78° C., a solution of 200 mg (0.71 mmole) of (4R)-4-trimethylsilyloxy-4-octyl-2-cyclopentenone in 2 ml of tetrahydrofuran was added to a solution of LDA prepared from 93 mg (0.92 mmole) of isopropylamide and 590 microliters of n-butyllithium (as a 10 W/V % hexane solution) in 3 ml of tetrahydrofuran, and the mixture was stirred for 1 hour. Then, a solution of 146 mg (0.92 mmole) of methyl 6-formylhexanoate in 2 ml of tetrahydrofuran was added, and the mixture was ... Run at temperature 80 celsius. Starting materials: C(CCC)[SnH](CCCC)CCCC (tributyl tin hydride), CC(C)(C#N)N=NC(C)(C)C#N (AIBN), C(C)(=O)OC1[C@H](OC(C)=O)[C@@H](OC2=CC=CC=C2)[C@H](OC(C)=O)[C@H](O1)C(OC(C)=O)=S (1,2,4,6-tetra-O-acetyl-3-O-phenylthiono-glucopyranose). Reaction SMILES: C([O:4][CH:5]1[O:25][C@H:24]([C:26](=S)[O:27][C:28](=[O:30])[CH3:29])[C@@H:19]([O:20][C:21](=[O:23])[CH3:22])[C@H:11](OC2C=CC=CC=2)[C@H:6]1[O:7][C:8](=[O:10])[CH3:9])(=O)C.C([SnH](CCCC)CCCC)CCC.CC(N=NC(C#N)(C)C)(C#N)C>C1(C)C=CC=CC=1>[C:8]([O:7][C@@H:6]1[CH2:11][C@H:19]([O:20][C:21](=[O:23])[CH3:22])[C@@H:24]([CH2:26][O:27][C:28](=[O:30])[CH3:29])[O:25][CH:5]1[OH:4])(=[O:10])[CH3:9]. Solvent: C1(=CC=CC=C1)C (toluene). The product is C(C)(=O)O[C@H]1C(O)O[C@@H]([C@H](C1)OC(C)=O)COC(C)=O (3-deoxy-2,4,6-tri-O-acetyl-glucopyranose). The yield is 135.5%. Procedure details: 1,2,4,6-tetra-O-acetyl-3-O-phenylthiono-glucopyranose (5.2 g) was dissolved in toluene (50 mL) and added to tributyl tin hydride (6.7 mL) and azobisisobutryonitrile (AIBN) (2.8 g). The reaction mixture was heated for 1 to 3 hours at 80° C. to provide for 3-deoxy-2,4,6-tri-O-acetyl-glucopyranose (4.5 g). Starting materials: N#Cc1cc(Cl)ccn1, Nc1ccc(O)cc1F. RXN SMILES: [Cl:10][c:11]1[cH:12][c:13]([C:17]#[N:18])[n:14][cH:15][cH:16]1.[NH2:1][c:2]1[c:3]([F:9])[cH:4][c:5]([OH:8])[cH:6][cH:7]1>>[NH2:1][c:2]1[c:3]([F:9])[cH:4][c:5]([O:8][c:11]2[cH:12][c:13]([C:17]#[N:18])[n:14][cH:15][cH:16]2)[cH:6][cH:7]1. Yields the product N#Cc1cc(Oc2ccc(N)c(F)c2)ccn1.